Dataset: the Open Reaction Database (ORD), a public repository of structured organic reaction records. Task: describe an organic reaction: reactants, conditions, products, and yield The reactants are polystyrene, NC=1C=C2C(=CNC2=CC1)C1CCN(CC1)C (5-amino-3-(1-methyl-piperidin-4-yl)-1H-indole), polyvinyl-pyridine, ClC(=O)OC (methyl chloroformate). The solvent is ClCCl (dichloromethane). Yields the product COC(=O)NC=1C=C2C(=CNC2=CC1)C1CCN(CC1)C (5-(methoxycarbonyl)amino-3-(1-methylpiperidin-4-yl)-1H-indole). Isolated yield 81.2%. As a reaction SMILES: [NH2:1][C:2]1[CH:3]=[C:4]2[C:8](=[CH:9][CH:10]=1)[NH:7][CH:6]=[C:5]2[CH:11]1[CH2:16][CH2:15][N:14]([CH3:17])[CH2:13][CH2:12]1.Cl[C:19]([O:21][CH3:22])=[O:20]>ClCCl>[CH3:22][O:21][C:19]([NH:1][C:2]1[CH:3]=[C:4]2[C:8](=[CH:9][CH:10]=1)[NH:7][CH:6]=[C:5]2[CH:11]1[CH2:16][CH2:15][N:14]([CH3:17])[CH2:13][CH2:12]1)=[O:20]. Procedure: To a mixture of 10 mg (0.0437 mMol) 5-amino-3-(1-methyl-piperidin-4-yl)-1H-indole and 15.0 mg (0.131 mMol) polyvinyl-pyridine in 3.0 mL dichloromethane were added 4.3 mg (0.0458 mMol) methyl chloroformate. The reaction mixture was mixed for 18 hours at ambient temperature. To this mixture were then added 170 mg (0.137 mMol) aminomethylated polystyrene and the reaction mixed for an additional 18 hours. The reaction mixture was then filtered and the volatiles evaporated to give 10.2 mg (81%) of th...